From a dataset of the Open Reaction Database (ORD), a public repository of structured organic reaction records. describe an organic reaction: reactants, conditions, products, and yield Reactants: ClCC(C)=O (chloroacetone), C([O-])([O-])=O.[K+].[K+] (potassium carbonate), IC1=CC=2C(N=C1)=CN(N2)CC(C)=O (1-(6-iodo-2H-pyrazolo[4,3-b]pyridin-2-yl)propan-2-one), IC=1C=C2C(=NC1)C=NN2 (6-iodo-1H-pyrazolo[4,3-b]pyridine). Product: NC(C#N)(CN1N=C2C(N=CC(=C2)I)=C1)C (2-Amino-3-(6-iodo-2H-pyrazolo[4,3-b]pyridin-2-yl)-2-methylpropionitrile), IC1=CC=2C(N=C1)=CN(N2)CC(C)=O (1-(6-Iodo-2H-pyrazolo[4,3-b]pyridin-2-yl)propan-2-one), IC=1C=C2C(=NC1)C=NN2 (6-Iodo-1H-pyrazolo[4,3-b]pyridine). Isolated yield 66.0%. Reaction SMILES: [I:1][C:2]1[CH:7]=[N:6][C:5]2=[CH:8][N:9]([CH2:11][C:12](=[O:14])[CH3:13])[N:10]=[C:4]2[CH:3]=1.Cl[CH2:16]C(=O)C.C(=O)([O-])[O-].[K+].[K+].[I:26][C:27]1[CH:28]=[C:29]2[NH:35][N:34]=[CH:33][C:30]2=[N:31][CH:32]=1>>[NH2:6][C:5]([CH3:16])([CH2:4][N:34]1[CH:33]=[C:30]2[N:31]=[CH:32][C:27]([I:26])=[CH:28][C:29]2=[N:35]1)[C:8]#[N:9].[I:1][C:2]1[CH:7]=[N:6][C:5]2=[CH:8][N:9]([CH2:11][C:12](=[O:14])[CH3:13])[N:10]=[C:4]2[CH:3]=1.[I:1][C:2]1[CH:3]=[C:4]2[NH:10][N:9]=[CH:8][C:5]2=[N:6][CH:7]=1 |f:2.3.4|. Procedure details: Using a procedure similar to that described in Example 1, except using 2-amino-3-(6-iodo-2H-pyrazolo[4,3-b]pyridin-2-yl)-2-methylpropionitrile (25 mg), the title compound was isolated as a white solid (17 mg, 43%). MS (ES): M/Z [M+H]=516. 1H NMR: (400 MHz, CHLOROFORM-d): 1.94 (s, 3H), 4.85 (d, J=14.1 Hz, 1H), 5.03 (d, J=13.9 Hz, 1H), 7.33 (d, J=8.4 Hz, 2H), 7.88 (d, J=8.6 Hz, 2H), 8.01 (s, 1H), 8.39 (s, 1H), 8.46 (s, 1H) and 8.75 (d, J=1.6 Hz, 1H). 19F NMR (376 MHz, CHLOROFORM-d): −58.1 (s, 3F).... Reactants: [NH4+].[Cl-] (NH4Cl), N1=C(C=CC=C1)CC(=O)O (2-pyridylacetic acid), C(C)(=O)N1CC(NCC1)CN1CCCC1 (4-acetyl-2-(R,S)-[(1-pyrrolidinyl)methyl]piperazine), Cl (HCl). The product is Cl.C(C)(=O)N1CC(N(CC1)C(CC1=NC=CC=C1)=O)CN1CCCC1 (4-Acetyl-1-[(2-pyridyl)acetyl]-2-(R,S)-[(1-pyrrolidinyl)methyl]piperazine hydrochloride). RXN SMILES: [N:1]1[CH:6]=[CH:5][CH:4]=[CH:3][C:2]=1[CH2:7][C:8]([OH:10])=O.[C:11]([N:14]1[CH2:19][CH2:18][NH:17][CH:16]([CH2:20][N:21]2[CH2:25][CH2:24][CH2:23][CH2:22]2)[CH2:15]1)(=[O:13])[CH3:12].[ClH:26].[NH4+].[Cl-]>>[ClH:26].[C:11]([N:14]1[CH2:19][CH2:18][N:17]([C:8](=[O:10])[CH2:7][C:2]2[CH:3]=[CH:4][CH:5]=[CH:6][N:1]=2)[CH:16]([CH2:20][N:21]2[CH2:25][CH2:24][CH2:23][CH2:22]2)[CH2:15]1)(=[O:13])[CH3:12] |f:3.4,5.6|. Procedure: The compound was prepared by coupling of 2-pyridylacetic acid with 4-acetyl-2-(R,S)-[(1-pyrrolidinyl)methyl]piperazine; mp: (HCl salt) 127-130° C.; 1H NMR (free base, 200 MHz, CDCl3) δ1.4-1.7 (4 H, m), 2.0 (3 H, s), 2.2-3.2 (9 H, m), 3.4-4.8 (6 H, m), 6.8-7.5 (3 H, m), 8.4 (1 H, m); MS (FAB) 331 (M+H)+ ; Anal. Calcd. for C18H26N4O2.2HCl. 0.5 NH4Cl: C, 50.27; H, 7.03; N, 14.65. Found: C, 50.86; H, 6.47; N, 15.79. Starting materials: C1(CCCCC1)[NH2+]C1CCCCC1.C(=O)(OCC1=CC=CC=C1)N[C@@H](CC(C(=O)[O-])C(C)(C)C)C(=O)[O-].C1(CCCCC1)[NH2+]C1CCCCC1 (N-carbobenzyloxy-γ-tert.butyl-L-glutamic acid-dicyclohexyl-ammonium salt), CN(C)CCCl (dimethylaminoethylchloride). The product is CN(C(C)OC([C@@H](NC(=O)OCC1=CC=CC=C1)CC(C(=O)O)C(C)(C)C)=O)C (N-carbobenzyloxy-γ-tert.butyl-L-glutamic acid-α-dimethylaminoethyl ester). Reaction SMILES: C1([NH2+]C2CCCCC2)CCCCC1.[C:14]([NH:24][C@H:25]([C:35]([O-:37])=[O:36])[CH2:26][CH:27]([C:31]([CH3:34])([CH3:33])[CH3:32])[C:28]([O-:30])=[O:29])([O:16][CH2:17][C:18]1[CH:23]=[CH:22][CH:21]=[CH:20][CH:19]=1)=[O:15].C1([NH2+]C2CCCCC2)CCCCC1.[CH3:51][N:52]([CH2:54][CH2:55]Cl)[CH3:53]>>[CH3:51][N:52]([CH3:53])[CH:54]([O:36][C:35](=[O:37])[C@H:25]([CH2:26][CH:27]([C:31]([CH3:32])([CH3:33])[CH3:34])[C:28]([OH:30])=[O:29])[NH:24][C:14]([O:16][CH2:17][C:18]1[CH:23]=[CH:22][CH:21]=[CH:20][CH:19]=1)=[O:15])[CH3:55] |f:0.1.2|. Reported procedure: that N-carbobenzyloxy-γ-tert.butyl-L-glutamic acid-dicyclohexyl-ammonium salt as starting material is reacted with dimethylaminoethylchloride to form N-carbobenzyloxy-γ-tert.butyl-L-glutamic acid-α-dimethylaminoethyl ester, The reactants are COC1=CC=C(C=C1)C(C)O ((±)-1-(4-methoxyphenyl)ethanol), BrC1=CC=C(C=C1)C(C)O ((±)-1-(4-bromophenyl)ethanol), C1=C(C=CC2=CC=CC=C12)C(C)O ((±)-1-(2-naphthyl)ethanol), ClC1=CC=C(C=C1)C(C)O ((±)-1-(4-chlorophenyl)ethanol), [N+](=O)([O-])C1=CC=C(C=C1)C(C)O ((±)-1-(4-nitrophenyl)ethanol), C1(=CC=CC=C1)C(C)O ((±)-1-phenylethanol). Yields the product CC(=O)C1=CC=C(C=C1)Br (4-bromoacetophenone), CC(=O)C1=CC=C(C=C1)Cl (4-chloroacetophenone), CC(=O)C1=CC=C(C=C1)OC (4-methoxyacetophenone), CC(=O)C1=CC=C(C=C1)[N+](=O)[O-] (4-nitroacetophenone). As a reaction SMILES: [Br:1][C:2]1[CH:7]=[CH:6][C:5]([CH:8]([OH:10])[CH3:9])=[CH:4][CH:3]=1.[Cl:11][C:12]1[CH:17]=[CH:16][C:15]([CH:18]([OH:20])[CH3:19])=[CH:14][CH:13]=1.C1(C(O)C)C=CC=CC=1.C1C2C(=CC=CC=2)C=CC=1C(O)C.[CH3:43][O:44][C:45]1[CH:50]=[CH:49][C:48]([CH:51]([OH:53])[CH3:52])=[CH:47][CH:46]=1.[N+:54]([C:57]1[CH:62]=[CH:61][C:60]([CH:63]([OH:65])[CH3:64])=[CH:59][CH:58]=1)([O-:56])=[O:55]>>[CH3:9][C:8]([C:5]1[CH:6]=[CH:7][C:2]([Br:1])=[CH:3][CH:4]=1)=[O:10].[CH3:19][C:18]([C:15]1[CH:16]=[CH:17][C:12]([Cl:11])=[CH:13][CH:14]=1)=[O:20].[CH3:52][C:51]([C:48]1[CH:49]=[CH:50][C:45]([O:44][CH3:43])=[CH:46][CH:47]=1)=[O:53].[CH3:64][C:63]([C:60]1[CH:59]=[CH:58][C:57]([N+:54]([O-:56])=[O:55])=[CH:62][CH:61]=1)=[O:65]. Reported procedure: By using the equipment analysis described above, the retention times of (±)-1-(4-bromophenyl)ethanol were confirmed to be 10.447 for the S form and 11.031 for the R form, those of (±)-1-(4-chlorophenyl)ethanol 9.936 for the S form and 10.355 for the R form, those of (±)-1-phenylethanol 11.958 for the S form and 13.133 for the R form, those of (±)-1-(2-naphthyl)ethanol 15.693 for the S form and 17.049 for the R form, those of (±)-1-(4-methoxyphenyl)ethanol 9.165 for the S form and 10.781 for the ... The reactants are OC1=C(C2=C(C(CCO2)=O)C=C1)CCC (2,3-dihydro-7-hydroxy-8-propyl-4H-1-benzopyran-4-one), C(C)OC(CCC1=C(C=CC(=C1)C(=O)C1=CC(=CC=C1)C(=O)OCC)OCCCCBr)=O (2-(4-bromobutoxy)-5-[[3-(ethoxycarbonyl)phenyl]carbonyl]benzenepropanoic acid ethyl ester). The solvent is CCCCCC.C(C)(=O)OCC (hexane ethyl acetate). Product: C(=O)(O)C=1C=C(C=CC1)C(=O)C=1C=CC(=C(C1)CCC(=O)O)OCCCCOC1=C(C2=C(C(CCO2)=O)C=C1)CCC (5-[(3-Carboxyphenyl)carbonyl]-2-[4-[(3,4-dihydro-4-oxo-8-propyl-2H-1-benzopyran-7-yl)oxy]butoxy]benzenepropanoic Acid). The yield is 50.9%. RXN SMILES: [OH:1][C:2]1[CH:12]=[CH:11][C:5]2[C:6](=[O:10])[CH2:7][CH2:8][O:9][C:4]=2[C:3]=1[CH2:13][CH2:14][CH3:15].C([O:18][C:19](=[O:47])[CH2:20][CH2:21][C:22]1[CH:27]=[C:26]([C:28]([C:30]2[CH:35]=[CH:34][CH:33]=[C:32]([C:36]([O:38]CC)=[O:37])[CH:31]=2)=[O:29])[CH:25]=[CH:24][C:23]=1[O:41][CH2:42][CH2:43][CH2:44][CH2:45]Br)C>CCCCCC.C(OCC)(=O)C>[C:36]([C:32]1[CH:31]=[C:30]([C:28]([C:26]2[CH:25]=[CH:24][C:23]([O:41][CH2:42][CH2:43][CH2:44][CH2:45][O:1][C:2]3[CH:12]=[CH:11][C:5]4[C:6](=[O:10])[CH2:7][CH2:8][O:9][C:4]=4[C:3]=3[CH2:13][CH2:14][CH3:15])=[C:22]([CH2:21][CH2:20][C:19]([OH:47])=[O:18])[CH:27]=2)=[O:29])[CH:35]=[CH:34][CH:33]=1)([OH:38])=[O:37] |f:2.3|. Reported procedure: Starting with 0.144 g (0.70 mmol) of 2,3-dihydro-7-hydroxy-8-propyl-4H-1-benzopyran-4-one, and 0.35 g (0.69 mmol) of 2-(4-bromobutoxy)-5-[[3-(ethoxycarbonyl)phenyl]carbonyl]benzenepropanoic acid ethyl ester, the title compound (0.202 g; 63.4% overall yield) was obtained as a white solid, mp 177°-180° C. (recrystallized from hexane-ethyl acetate), using the procedure of example 22.